Dataset: the Open Reaction Database (ORD), a public repository of structured organic reaction records. Task: describe an organic reaction: reactants, conditions, products, and yield Reactants: FC=1C=C2C=C(NC2=CC1F)C=1C=CC(=C(C1)N)OC (5-(5,6-Difluoro-1H-indol-2-yl)-2-methoxy-phenylamine), FC=1C=C2C=C(NC2=CC1F)C=1C=CC(=C(C1)N)OC (5-(5,6-difluoro-1H-indol-2-yl)-2-methoxy-phenylamine), ClC=1C=C(C=C(C1)Cl)N=C=S (3,5-dichlorophenyl isothiocyanate). The solvent is C(C)(=O)OCC (ethyl acetate). Conditions: temperature 50 celsius, time 8 hour. The product is ClC=1C=C(C=C(C1)Cl)NC(=S)NC1=C(C=CC(=C1)C=1NC2=CC(=C(C=C2C1)F)F)OC (1-(3,5-Dichloro-phenyl)-3-[5-(5,6-difluoro-1H-indol-2-yl)-2-methoxy-phenyl]-thiourea). As a reaction SMILES: [F:1][C:2]1[CH:3]=[C:4]2[C:8](=[CH:9][C:10]=1[F:11])[NH:7][C:6]([C:12]1[CH:13]=[CH:14][C:15]([O:19][CH3:20])=[C:16]([NH2:18])[CH:17]=1)=[CH:5]2.[Cl:21][C:22]1[CH:23]=[C:24]([N:29]=[C:30]=[S:31])[CH:25]=[C:26]([Cl:28])[CH:27]=1>C(OCC)(=O)C>[Cl:21][C:22]1[CH:23]=[C:24]([NH:29][C:30]([NH:18][C:16]2[CH:17]=[C:12]([C:6]3[NH:7][C:8]4[C:4]([CH:5]=3)=[CH:3][C:2]([F:1])=[C:10]([F:11])[CH:9]=4)[CH:13]=[CH:14][C:15]=2[O:19][CH3:20])=[S:31])[CH:25]=[C:26]([Cl:28])[CH:27]=1. Procedure details: The product from Example 3, 5-(5,6-difluoro-1H-indol-2-yl)-2-methoxy-phenylamine, (0.137 g, 0.5 mmol) was mixed with 3,5-dichlorophenyl isothiocyanate (0.111 g, 0.54 mmol) in ethyl acetate (10 mL) and heated briefly to 50° C. and then allowed to stand overnight at room temperature. The reaction mixture was concentrated to dryness and triturated with hexanes/ethyl acetate, and the insoluble solid collected by filtration (0.214 g), mp 203-205° C. Isolated yield 86.3%. Yields the product C(C)(C)C=1C=C(SC1C(C)C)C(=O)NC1=CC=C(C(=O)OC)C=C1 (methyl 4-[(4,5-diisopropylthiophene-2-carbonyl)amino]benzoate). Procedure: In the same manner as that of Example 2, 4,5-diisopropylthiophene-2-carboxylic acid (86 mg, 0.406 mmol) was condensed with methyl 4-aminobenzoate (123 mg, 0.815 mmol), and the resultant was purified by silica gel chromatography [hexane-ethyl acetate (3:1)] to obtain methyl 4-[(4,5-diisopropylthiophene-2-carbonyl)amino]benzoate (121 mg, 86%) as colorless needles. RXN SMILES: [CH:1]([C:4]1[CH:5]=[C:6]([C:12]([OH:14])=O)[S:7][C:8]=1[CH:9]([CH3:11])[CH3:10])([CH3:3])[CH3:2].[NH2:15][C:16]1[CH:25]=[CH:24][C:19]([C:20]([O:22][CH3:23])=[O:21])=[CH:18][CH:17]=1>>[CH:1]([C:4]1[CH:5]=[C:6]([C:12]([NH:15][C:16]2[CH:17]=[CH:18][C:19]([C:20]([O:22][CH3:23])=[O:21])=[CH:24][CH:25]=2)=[O:14])[S:7][C:8]=1[CH:9]([CH3:10])[CH3:11])([CH3:2])[CH3:3]. Reactants: C(C)(C)C=1C=C(SC1C(C)C)C(=O)O (4,5-diisopropylthiophene-2-carboxylic acid), NC1=CC=C(C(=O)OC)C=C1 (methyl 4-aminobenzoate). Reactants: ClCCCBr, O=C([O-])[O-], CCCCO, NC(c1ccccc1)c1ccccc1, [K+], [K+], O. Product: c1ccc(C(c2ccccc2)N2CCC2)cc1. RXN SMILES: [Br:15][CH2:16][CH2:17][CH2:18][Cl:19].[C:25](=[O:26])([O-:27])[O-:28].[CH2:20]([OH:21])[CH2:22][CH2:23][CH3:24].[CH:1]([c:2]1[cH:3][cH:4][cH:5][cH:6][cH:7]1)([c:8]1[cH:9][cH:10][cH:11][cH:12][cH:13]1)[NH2:14].[K+:29].[K+:30].[OH2:31]>>[CH:1]([c:2]1[cH:3][cH:4][cH:5][cH:6][cH:7]1)([c:8]1[cH:9][cH:10][cH:11][cH:12][cH:13]1)[N:14]1[CH2:16][CH2:17][CH2:18]1. The reactants are C(=O)(OC(C)(C)C)NCCN (N-Boc-ethylenediamine), C([O-])([O-])=O.[K+].[K+] (potassium carbonate), ClC1=NC=C(C#N)C=C1 (6-chloronicotinonitrile). The solvent is O (water), C(C)(=O)OCC (ethyl acetate), CS(=O)C (DMSO). Run at temperature 90 celsius, time 12 hour. Product: C(#N)C=1C=CC(=NC1)NCCNC(OC(C)(C)C)=O (tert-Butyl {2-[(5-cyanopyridin-2-yl)-amino]ethyl}carbamate). As a reaction SMILES: Cl[C:2]1[CH:9]=[CH:8][C:5]([C:6]#[N:7])=[CH:4][N:3]=1.[C:10]([NH:17][CH2:18][CH2:19][NH2:20])([O:12][C:13]([CH3:16])([CH3:15])[CH3:14])=[O:11].C(=O)([O-])[O-].[K+].[K+]>CS(C)=O.O.C(OCC)(=O)C>[C:6]([C:5]1[CH:8]=[CH:9][C:2]([NH:20][CH2:19][CH2:18][NH:17][C:10](=[O:11])[O:12][C:13]([CH3:15])([CH3:14])[CH3:16])=[N:3][CH:4]=1)#[N:7] |f:2.3.4|. Reported procedure: 5.5 g (39.7 mmol) of 6-chloronicotinonitrile were dissolved in 70 ml of DMSO, and 10.2 g (63.5 mmol) of N-Boc-ethylenediamine and 11 g (79.4 mmol) of potassium carbonate were added. The mixture was stirred at 90° C. for 12 h. The residue was taken up in a mixture of water and ethyl acetate. The organic phase was washed with saturated aqueous sodium chloride solution, dried over magnesium sulfate and concentrated on a rotary evaporator. The residue was chromatographed on silica gel 60 (mobile pha... Starting materials: C(#N)C=1C=C(NC1)C(=O)O (4-Cyano-1H-pyrrole-2-carboxylic acid), C(C)(C)(C)OC(=O)N1CCN(CC1)C1=CC(=C(C=C1)N)N1CCC(CC1)C (4-[4-amino-3-(4-methyl-piperidin-1-yl)-phenyl]-piperazine-1-carboxylic acid tert-butyl ester). Product: C(C)(C)(C)OC(=O)N1CCN(CC1)C1=CC(=C(C=C1)NC(=O)C=1NC=C(C1)C#N)N1CCC(CC1)C (4-[4-[(4-Cyano-1H-pyrrole-2-carbonyl)-amino]-3-(4-methyl-piperidin-1-yl)-phenyl]-piperazine-1-carboxylic acid tert-butyl ester). RXN SMILES: [C:1]([C:3]1[CH:4]=[C:5]([C:8]([OH:10])=O)[NH:6][CH:7]=1)#[N:2].[C:11]([O:15][C:16]([N:18]1[CH2:23][CH2:22][N:21]([C:24]2[CH:29]=[CH:28][C:27]([NH2:30])=[C:26]([N:31]3[CH2:36][CH2:35][CH:34]([CH3:37])[CH2:33][CH2:32]3)[CH:25]=2)[CH2:20][CH2:19]1)=[O:17])([CH3:14])([CH3:13])[CH3:12]>>[C:11]([O:15][C:16]([N:18]1[CH2:23][CH2:22][N:21]([C:24]2[CH:29]=[CH:28][C:27]([NH:30][C:8]([C:5]3[NH:6][CH:7]=[C:3]([C:1]#[N:2])[CH:4]=3)=[O:10])=[C:26]([N:31]3[CH2:36][CH2:35][CH:34]([CH3:37])[CH2:33][CH2:32]3)[CH:25]=2)[CH2:20][CH2:19]1)=[O:17])([CH3:14])([CH3:12])[CH3:13]. Procedure details: Prepared according to the procedure from Example 53 using 4-cyano-1H-pyrrole-2-carboxylic acid (as prepared in Example 2) and 4-[4-amino-3-(4-methyl-piperidin-1-yl)-phenyl]-piperazine-1-carboxylic acid tert-butyl ester as prepared in Example 15, step (c). Purification of the resulting residue by silica gel preparative TLC eluting with 20% ethyl acetate in dichloromethane afforded the title compound in 47% as an off-white solid. 1H-NMR (400 MHz, CDCl3): δ 11.13 (br s, 1H), 9.05 (s, 1H), 8.29 (d, ... Reactants: C(C)(C)(C)OC(=O)N1CC(C12CN(CC2)C=2C1=C(N=CN2)NC=C1)C (3-methyl-6-(7H-pyrrolo[2,3-d]pyrimidin-4-yl)-1,6-diazaspiro[3.4]octane-1-carboxylic acid tert-butyl ester), Cl.O1CCOCC1 (hydrochloric acid 1,4-dioxane), C(Cl)(Cl)Cl (chloroform). The solvent is CO (methanol). Run at temperature 60 celsius, time 30 minute. The product is CC1CNC12CN(CC2)C=2C1=C(N=CN2)NC=C1 (4-(3-methyl-1,6-diazaspiro[3.4]oct-6-yl)-7H-pyrrolo[2,3-d]pyrimidine). Isolated yield 138.2%. Reaction SMILES: C(OC([N:8]1[C:11]2([CH2:15][CH2:14][N:13]([C:16]3[C:17]4[CH:24]=[CH:23][NH:22][C:18]=4[N:19]=[CH:20][N:21]=3)[CH2:12]2)[CH:10]([CH3:25])[CH2:9]1)=O)(C)(C)C.Cl.O1CCOCC1.C(Cl)(Cl)Cl>CO>[CH3:25][CH:10]1[C:11]2([CH2:15][CH2:14][N:13]([C:16]3[C:17]4[CH:24]=[CH:23][NH:22][C:18]=4[N:19]=[CH:20][N:21]=3)[CH2:12]2)[NH:8][CH2:9]1 |f:1.2|. Procedure: An optically-active compound of 3-methyl-6-(7H-pyrrolo[2,3-d]pyrimidin-4-yl)-1,6-diazaspiro[3.4]octane-1-carboxylic acid tert-butyl ester (9.5 g) was mixed with 4M hydrochloric acid-1,4-dioxane (50 ml), chloroform (50 ml) and methanol (100 ml), and the mixture was stirred at 60° C. for 30 minutes. The mixture was concentrated under reduced pressure, and azeotroped with toluene to give the titled compound (9.3 g). Reactants: C(C)(C)(C)OC(=O)N1[C@@H](CC(C1)=NOC)C(=O)O ((2S,4EZ)-1-(tert-butoxycarbonyl)-4-(methoxyimino)-2-pyrrolidinecarboxylic acid), CN(CCCC(=O)Cl)C (4-(dimethylamino)-butanoyl chloride), C(C)N1C2=CC=CC=C2C=2C=C(C=CC12)N (9-ethyl-9H-carbazol-3-amine). Yields the product CN(CCCC(=O)N1[C@@H](CC(C1)=NOC)C(=O)NC=1C=CC=2N(C3=CC=CC=C3C2C1)CC)C ((2S,4EZ)-1-[4-(dimethylamino)butanoyl]-N-(9-ethyl-9H-carbazol-3-yl)-4-(methoxyimino)-2-pyrrolidinecarboxamide). RXN SMILES: C(O[C:6]([N:8]1[CH2:12][C:11](=[N:13][O:14][CH3:15])[CH2:10][C@H:9]1[C:16]([OH:18])=O)=[O:7])(C)(C)C.[CH3:19][N:20]([CH3:27])[CH2:21][CH2:22][CH2:23]C(Cl)=O.[CH2:28]([N:30]1[C:42]2[CH:41]=[CH:40][C:39]([NH2:43])=[CH:38][C:37]=2[C:36]2[C:31]1=[CH:32][CH:33]=[CH:34][CH:35]=2)[CH3:29]>>[CH3:19][N:20]([CH3:27])[CH2:21][CH2:22][CH2:23][C:6]([N:8]1[CH2:12][C:11](=[N:13][O:14][CH3:15])[CH2:10][C@H:9]1[C:16]([NH:43][C:39]1[CH:40]=[CH:41][C:42]2[N:30]([CH2:28][CH3:29])[C:31]3[C:36]([C:37]=2[CH:38]=1)=[CH:35][CH:34]=[CH:33][CH:32]=3)=[O:18])=[O:7]. Reported procedure: Following the general method as outlined in Example 22, starting from (2S,4EZ)-1-(tert-butoxycarbonyl)-4-(methoxyimino)-2-pyrrolidinecarboxylic acid, 4-(dimethylamino)-butanoyl chloride, and 9-ethyl-9H-carbazol-3-amine the title compound was obtained in 42% purity by LC/MS. MS(ESI+): m/z=464.2. Starting materials: O=C([O-])[O-], C=CCBr, COCCOC, C1CC2CCNC(C1)C2, [K+], [K+]. Yields the product C=CCN1CCC2CCCC1C2. Reaction SMILES: [C:14](=[O:15])([O-:16])[O-:17].[CH2:10]([CH:11]=[CH2:12])[Br:13].[CH2:20]([CH2:21][O:22][CH3:23])[O:24][CH3:25].[CH:1]12[NH:2][CH2:3][CH2:4][CH:5]([CH2:6][CH2:7][CH2:8]1)[CH2:9]2.[K+:18].[K+:19]>>[CH:1]12[N:2]([CH2:12][CH:11]=[CH2:10])[CH2:3][CH2:4][CH:5]([CH2:6][CH2:7][CH2:8]1)[CH2:9]2. RXN SMILES: [Br:2][c:3]1[cH:4][c:5]([N:10]([C:11](=[O:12])[N:13]([CH3:14])[CH:15]2[CH2:16][NH:17][CH2:18][CH:19]2[c:20]2[cH:21][cH:22][c:23]([F:26])[cH:24][cH:25]2)[CH3:27])[cH:6][c:7]([Br:9])[cH:8]1.[ClH:1].[F:28][C:29]1([F:38])[CH2:30][CH2:31][CH:32]([C:35](=[O:36])[OH:37])[CH2:33][CH2:34]1>>[Br:2][c:3]1[cH:4][c:5]([N:10]([C:11](=[O:12])[N:13]([CH3:14])[CH:15]2[CH2:16][N:17]([C:35]([CH:32]3[CH2:31][CH2:30][C:29]([F:28])([F:38])[CH2:34][CH2:33]3)=[O:36])[CH2:18][CH:19]2[c:20]2[cH:21][cH:22][c:23]([F:26])[cH:24][cH:25]2)[CH3:27])[cH:6][c:7]([Br:9])[cH:8]1. Reactants: CN(C(=O)N(C)C1CNCC1c1ccc(F)cc1)c1cc(Br)cc(Br)c1, Cl, O=C(O)C1CCC(F)(F)CC1. Yields the product CN(C(=O)N(C)C1CN(C(=O)C2CCC(F)(F)CC2)CC1c1ccc(F)cc1)c1cc(Br)cc(Br)c1.